This data is from the Open Reaction Database (ORD), a public repository of structured organic reaction records. The task is: describe an organic reaction: reactants, conditions, products, and yield Starting materials: COC(C(C)C1=CC=C(C=C1)OCC=C)=O (2-(4-Allyloxyphenyl)-proprionic Acid Methyl Ester), [H-].[Na+] (sodium hydride), CI (methyl iodide). The solvent is CN(C=O)C (dimethylformamide). Reaction conditions: temperature 0 celsius. Product: COC(C(C)(C)C1=CC=C(C=C1)OCC=C)=O (2-(4-Allyloxyphenyl)-2-methylproprionic Acid Methyl Ester). RXN SMILES: [CH3:1][O:2][C:3](=[O:16])[CH:4]([C:6]1[CH:11]=[CH:10][C:9]([O:12][CH2:13][CH:14]=[CH2:15])=[CH:8][CH:7]=1)[CH3:5].[H-].[Na+].[CH3:19]I>CN(C)C=O>[CH3:1][O:2][C:3](=[O:16])[C:4]([C:6]1[CH:7]=[CH:8][C:9]([O:12][CH2:13][CH:14]=[CH2:15])=[CH:10][CH:11]=1)([CH3:19])[CH3:5] |f:1.2|. Procedure: A 0° C. solution of the product of Example 46B (1.9 g, 8.6 mmol) in anhydrous dimethylformamide (10 mL) was treated portion-wise with 60% sodium hydride (410 mg, 10 mmol) in mineral oil. The reaction mixture was stirred twenty minutes at 0° C., and methyl iodide (1.4 mL, 22 mmol) was then added. Ice bath was removed, and reaction mixture stirred 16 hours at room temperature. Reaction mixture quenched with saturated ammonium chloride, and product extracted with ethyl acetate (2×). The combined ex... The reactants are C(C)(=O)C1=C(C(=C(OCCCSCCBr)C=C1)CCC)O (S-[3-(4-acetyl-3-hydroxy-2-propylphenoxy)-propyl]-2-mercaptoethyl bromide), [S-]C#N.[K+] (potassium thiocyanate). Run in CC(=O)C (acetone). The product is C(C)(=O)C1=C(C(=C(OCCCSCCSC#N)C=C1)CCC)O (S-[3-(4-Acetyl-3-hydroxy-2-propylphenoxy)-propyl]-2-mercaptoethyl thiocyanate). As a reaction SMILES: [C:1]([C:4]1[CH:17]=[CH:16][C:7]([O:8][CH2:9][CH2:10][CH2:11][S:12][CH2:13][CH2:14]Br)=[C:6]([CH2:18][CH2:19][CH3:20])[C:5]=1[OH:21])(=[O:3])[CH3:2].[S-:22][C:23]#[N:24].[K+]>CC(C)=O>[C:1]([C:4]1[CH:17]=[CH:16][C:7]([O:8][CH2:9][CH2:10][CH2:11][S:12][CH2:13][CH2:14][S:22][C:23]#[N:24])=[C:6]([CH2:18][CH2:19][CH3:20])[C:5]=1[OH:21])(=[O:3])[CH3:2] |f:1.2|. Procedure details: 1.0 g. (2.8 mMole) S-[3-(4-acetyl-3-hydroxy-2-propylphenoxy)-propyl]-2-mercaptoethyl bromide and 5.0 g. potassium thiocyanate are heated to reflux for 2 hours in 25 ml. acetone. Subsequently, the precipitate is filtered off with suction, the solution is evaporated and the residue is stirred with diethyl ether. After evaporating the diethyl ether, there is obtained 0.7 g. (71% of theory) of the title compound in the form of an oil. Reported procedure: 147 g of 3-methyl-but-2-en-1-ol are added to 180 g of a mixture of 72.5% by weight of N,N-dimethylacetamide-dimethylacetal and 27.5% by weight of 1-dimethylamino-1-methoxyethylene, and the batch is brought to 144° C. in the course of 80 minutes, whilst at the same time distilling the resulting methanol from the reaction mixture. The batch is then heated for 100 minutes at 144°-154° C. Distillation through a short column gives 205 g (90%) of 3,3-dimethyl-pent-4-enoic acid N,N-dimethylamide (of bo... The yield is 90.0%. As a reaction SMILES: [CH3:1][C:2]([CH3:6])=[CH:3][CH2:4]O.C[O:8][C:9](OC)([N:11]([CH3:13])[CH3:12])[CH3:10].CN(C)C(OC)=C>>[CH3:12][N:11]([CH3:13])[C:9](=[O:8])[CH2:10][C:2]([CH3:6])([CH3:1])[CH:3]=[CH2:4]. Product: CN(C(CC(C=C)(C)C)=O)C (3,3-dimethyl-pent-4-enoic acid N,N-dimethylamide). The reactants are CC(=CCO)C (3-methyl-but-2-en-1-ol), mixture, COC(C)(N(C)C)OC (N,N-dimethylacetamide-dimethylacetal), CN(C(=C)OC)C (1-dimethylamino-1-methoxyethylene). The reactants are C(#N)C(C(=O)Cl)=C(C1=CC=C(C=C1)F)C1=CC=C(C=C1)F (2-Cyano-3,3-bis(4-fluorophenyl)-2-propenoyl chloride), [H-].[Al+3].[Li+].[H-].[H-].[H-] (lithium aluminum hydride). The solvent is O1CCCC1 (tetrahydrofuran), O1CCCC1 (tetrahydrofuran), OS(=O)(=O)O (H2SO4). Conditions: temperature -78 celsius, time 20 minute. Yields the product C(#N)C(CO)=C(C1=CC=C(C=C1)F)C1=CC=C(C=C1)F (2-Cyano-3,3-bis(4-fluorophenyl)-2-propenol). Yield: 69.4%. Reaction SMILES: [C:1]([C:3](=[C:7]([C:15]1[CH:20]=[CH:19][C:18]([F:21])=[CH:17][CH:16]=1)[C:8]1[CH:13]=[CH:12][C:11]([F:14])=[CH:10][CH:9]=1)[C:4](Cl)=[O:5])#[N:2].[H-].[Al+3].[Li+].[H-].[H-].[H-]>O1CCCC1.OS(O)(=O)=O>[C:1]([C:3](=[C:7]([C:8]1[CH:9]=[CH:10][C:11]([F:14])=[CH:12][CH:13]=1)[C:15]1[CH:20]=[CH:19][C:18]([F:21])=[CH:17][CH:16]=1)[CH2:4][OH:5])#[N:2] |f:1.2.3.4.5.6|. Procedure details: The acyl chloride prepared in Step A was dissolved in 40 mL of tetrahydrofuran and was chilled to -78° C. under an inert atmosphere. To this pale greenish solution at -78° C. was added 10 mL lithium aluminum hydride in tetrahydrofuran solution (1 M, 10 mmol). Reduction was allowed to proceed at -78° C. for 20 minutes before it was diluted with H2SO4 dilute solution (2 M, 20 mL). The desired product was extracted twice into ethyl acetate (40 mL×2). Organic layers were combined, dried over MgSO4 a... Reactants: O=C([O-])[O-], CC(C)(C)CNc1nc(C#N)nc2ccc(O)cc12, CCCN1CCN(CCCCl)CC1, [Cs+], [Cs+], CN(C)C=O, O. The product is CCCN1CCN(CCCOc2ccc3nc(C#N)nc(NCC(C)(C)C)c3c2)CC1. RXN SMILES: [C:33](=[O:34])([O-:35])[O-:36].[CH3:1][C:2]([CH2:3][NH:4][c:5]1[n:6][c:7]([C:16]#[N:17])[n:8][c:9]2[cH:10][cH:11][c:12]([OH:15])[cH:13][c:14]12)([CH3:18])[CH3:19].[Cl:20][CH2:21][CH2:22][CH2:23][N:24]1[CH2:25][CH2:26][N:27]([CH2:30][CH2:31][CH3:32])[CH2:28][CH2:29]1.[Cs+:37].[Cs+:38].[O:40]=[CH:41][N:42]([CH3:43])[CH3:44].[OH2:39]>>[CH3:1][C:2]([CH2:3][NH:4][c:5]1[n:6][c:7]([C:16]#[N:17])[n:8][c:9]2[cH:10][cH:11][c:12]([O:15][CH2:21][CH2:22][CH2:23][N:24]3[CH2:25][CH2:26][N:27]([CH2:30][CH2:31][CH3:32])[CH2:28][CH2:29]3)[cH:13][c:14]12)([CH3:18])[CH3:19].